Dataset: the Open Reaction Database (ORD), a public repository of structured organic reaction records. Task: describe an organic reaction: reactants, conditions, products, and yield Starting materials: CC(=O)OCC1SC(O)C(OC(C)=O)C(OC(C)=O)C1OC(C)=O, O=C([O-])O, C1=COCCC1, ClC(Cl)Cl, [Na+], O, Cc1ccc(S(=O)(=O)O)cc1. Yields the product CC(=O)OCC1SC(OC2CCCCO2)C(OC(C)=O)C(OC(C)=O)C1OC(C)=O. As a reaction SMILES: [C:19]([CH3:20])(=[O:21])[O:22][CH:23]1[CH:24]([OH:25])[S:26][CH:27]([CH2:38][O:39][C:40]([CH3:41])=[O:42])[CH:28]([O:34][C:35]([CH3:36])=[O:37])[CH:29]1[O:30][C:31]([CH3:32])=[O:33].[C:43](=[O:44])([OH:45])[O-:46].[CH2:1]1[CH2:2][O:3][CH:4]=[CH:5][CH2:6]1.[CH:48]([Cl:49])([Cl:50])[Cl:51].[Na+:47].[OH2:7].[c:8]1([CH3:9])[cH:10][cH:11][c:12]([S:13]([OH:14])(=[O:15])=[O:16])[cH:17][cH:18]1>>[CH2:1]1[CH2:2][O:3][CH:4]([O:25][CH:24]2[CH:23]([O:22][C:19]([CH3:20])=[O:21])[CH:29]([O:30][C:31]([CH3:32])=[O:33])[CH:28]([O:34][C:35]([CH3:36])=[O:37])[CH:27]([CH2:38][O:39][C:40]([CH3:41])=[O:42])[S:26]2)[CH2:5][CH2:6]1. RXN SMILES: [F:1][C:2]1[CH:7]=[CH:6][C:5]([C:8]23[O:18][CH:9]2[C:10]([CH3:17])([CH3:16])[CH2:11][C:12]([CH3:15])([CH3:14])[CH2:13]3)=[CH:4][C:3]=1[CH3:19]>C1C=CC=CC=1.CCOCC>[F:1][C:2]1[CH:7]=[CH:6][C:5]([CH:8]2[CH2:13][C:12]([CH3:14])([CH3:15])[CH2:11][C:10]([CH3:17])([CH3:16])[C:9]2=[O:18])=[CH:4][C:3]=1[CH3:19]. The reactants are FC1=C(C=C(C=C1)C12C(C(CC(C1)(C)C)(C)C)O2)C (2-(4-fluoro-3-methylphenyl)-4,4,6,6-tetramethyl-1-epoxycyclohexane), BF3 ·OEt2. Product: FC1=C(C=C(C=C1)C1C(C(CC(C1)(C)C)(C)C)=O)C (2-(4-fluoro-3-methylphenyl)-4,4,6,6-tetramethylcyclohexanone). Reported procedure: To a cooled solution (0° C.) of the epoxide from Example 1, Step A above (32.7 g, 125 mmol) in benzene (200 ml) is added dropwise 7.6 ml BF3 ·OEt2 (62 mmol). The cooling bath is removed and the reaction mixture warmed to room temperature and stirred for 2 hours. The benzene is removed under reduced pressure and provides a residue which is dissolved in ether (300 ml) and washed with saturated ammonium chloride. The ether layer is concentrated under reduced pressure to provide 26 g (80%) of 2-(4-f... Solvent: CCOCC (ether), C1=CC=CC=C1 (benzene). Yield: 80.0%. Conditions: time 2 hour.